From a dataset of the Open Reaction Database (ORD), a public repository of structured organic reaction records. describe an organic reaction: reactants, conditions, products, and yield Yields the product CS(=O)C1=NC(=C(C(=N1)NC)[N+](=O)[O-])N (2-methylsulphinyl-4-methylamino-5-nitro-6-amino-pyrimidine). Reported procedure: Prepared from 2-methylsulphenyl-4-methylamino-5-nitro-6-amino-pyrimidine by reacting with m-chloro-perbenzoic acid, melting point: 229–234° C. Reactants: CSC1=NC(=C(C(=N1)NC)[N+](=O)[O-])N (2-methylsulphenyl-4-methylamino-5-nitro-6-amino-pyrimidine), ClC1=CC(=CC=C1)C(=O)OO (m-chloro-perbenzoic acid). RXN SMILES: [CH3:1][S:2][C:3]1[N:8]=[C:7]([NH:9][CH3:10])[C:6]([N+:11]([O-:13])=[O:12])=[C:5]([NH2:14])[N:4]=1.ClC1C=CC=C(C(OO)=[O:23])C=1>>[CH3:1][S:2]([C:3]1[N:8]=[C:7]([NH:9][CH3:10])[C:6]([N+:11]([O-:13])=[O:12])=[C:5]([NH2:14])[N:4]=1)=[O:23]. The reactants are BrC=1N=C2C(=NC1)NC=C2C(=O)C2(CCCCC2)C ((2-bromo-5H-pyrrolo[2,3-b]pyrazin-7-yl)-(1-methyl-cyclohexyl)-methanone), N1(CCOCC1)C1=CC=C(C=C1)B(O)O (4-morpholin-4-yl-phenylboronic acid). Reported procedure: (1-Methyl-cyclohexyl)-[2-(4-morpholin-4-yl-phenyl)-5H-pyrrolo[2,3-b]pyrazin-7-yl]-methanone was prepared starting from (2-bromo-5H-pyrrolo[2,3-b]pyrazin-7-yl)-(1-methyl-cyclohexyl)-methanone and 4-morpholin-4-yl-phenylboronic acid following general procedures as described in these Examples. MP 233-235° C., M+H=405. The product is CC1(CCCCC1)C(=O)C1=CNC2=NC=C(N=C21)C2=CC=C(C=C2)N2CCOCC2 ((1-Methyl-cyclohexyl)-[2-(4-morpholin-4-yl-phenyl)-5H-pyrrolo[2,3-b]pyrazin-7-yl]-methanone). As a reaction SMILES: Br[C:2]1[N:3]=[C:4]2[C:10]([C:11]([C:13]3([CH3:19])[CH2:18][CH2:17][CH2:16][CH2:15][CH2:14]3)=[O:12])=[CH:9][NH:8][C:5]2=[N:6][CH:7]=1.[N:20]1([C:26]2[CH:31]=[CH:30][C:29](B(O)O)=[CH:28][CH:27]=2)[CH2:25][CH2:24][O:23][CH2:22][CH2:21]1>>[CH3:19][C:13]1([C:11]([C:10]2[C:4]3[C:5](=[N:6][CH:7]=[C:2]([C:29]4[CH:28]=[CH:27][C:26]([N:20]5[CH2:21][CH2:22][O:23][CH2:24][CH2:25]5)=[CH:31][CH:30]=4)[N:3]=3)[NH:8][CH:9]=2)=[O:12])[CH2:18][CH2:17][CH2:16][CH2:15][CH2:14]1. Starting materials: BrC1=NN2C(S1)=NC=C2 (2-bromo-imidazo[2,1-b][1,3,4]thiadiazole), COC1=CC=C(C=C1)N (p-anisidine). Run in C(C(F)(F)F)O (trifluoroethanol), ClCCl (dichloromethane). Run at temperature 170 celsius. Product: S1C=2N(N=C1NC1=CC=C(C=C1)OC)C=CN2 (imidazo[2,1-b][1,3,4]thiadiazol-2-yl-(4-methoxyphenyl)amine). The yield is 29.4%. As a reaction SMILES: Br[C:2]1[S:6][C:5]2=[N:7][CH:8]=[CH:9][N:4]2[N:3]=1.[CH3:10][O:11][C:12]1[CH:17]=[CH:16][C:15]([NH2:18])=[CH:14][CH:13]=1>C(O)C(F)(F)F.ClCCl>[S:6]1[C:2]([NH:18][C:15]2[CH:16]=[CH:17][C:12]([O:11][CH3:10])=[CH:13][CH:14]=2)=[N:3][N:4]2[CH:9]=[CH:8][N:7]=[C:5]12. Procedure: A mixture of 2-bromo-imidazo[2,1-b][1,3,4]thiadiazole (1.0 g, 4.90 mmol) and p-anisidine (19.6 mmol, 2.41 g) in trifluoroethanol (12 mL) was heated under microwave irradiation at 170° C. for 1 hour. On cooling, the mixture was diluted with dichloromethane (10 mL) and purified by column chromatography (Biotage™/Flash, silica, methanol: dichloromethane 0.2:9.8 to 1:9). The residue obtained was triturated with diethylether and few drops of methanol to give imidazo[2,1-b][1,3,4]thiadiazol-2-yl-(4-me... The reactants are CC(C)(C)OC(=O)N(CCCl)CCCl, CN(C)C=O, N#CCc1ccc(Cl)cc1, [H-], [Na+]. The product is CC(C)(C)OC(=O)N1CCC(C#N)(c2ccc(Cl)cc2)CC1. As a reaction SMILES: [C:3]([CH3:4])([CH3:5])([CH3:6])[O:7][C:8]([N:9]([CH2:10][CH2:11][Cl:15])[CH2:13][CH2:14][Cl:12])=[O:16].[CH3:27][N:28]([CH3:29])[CH:30]=[O:31].[Cl:17][c:18]1[cH:19][cH:20][c:21]([CH2:22][C:23]#[N:24])[cH:25][cH:26]1.[H-:1].[Na+:2]>>[C:3]([CH3:4])([CH3:5])([CH3:6])[O:7][C:8]([N:9]1[CH2:10][CH2:11][C:22]([c:21]2[cH:20][cH:19][c:18]([Cl:17])[cH:26][cH:25]2)([C:23]#[N:24])[CH2:14][CH2:13]1)=[O:16]. Starting materials: C(=C)OC1=C(C=C(C=C1)OC(F)(F)F)I (1-(Vinyloxy)-2-iodo-4-(trifluoromethoxy)benzene), ClCI (chloroiodomethane), C(C)[Zn]CC (Diethyl zinc). The solvent is ClCCCl (1,2-dichloroethane). Reaction conditions: temperature 0 celsius. Yields the product C1(CC1)OC1=C(C=C(C=C1)OC(F)(F)F)I (1-(Cyclopropoxy)-2-iodo-4-(trifluoromethoxy)benzene). Yield: 73.9%. RXN SMILES: [CH:1]([O:3][C:4]1[CH:9]=[CH:8][C:7]([O:10][C:11]([F:14])([F:13])[F:12])=[CH:6][C:5]=1[I:15])=[CH2:2].Cl[CH2:17]I.C([Zn]CC)C>ClCCCl>[CH:1]1([O:3][C:4]2[CH:9]=[CH:8][C:7]([O:10][C:11]([F:12])([F:13])[F:14])=[CH:6][C:5]=2[I:15])[CH2:17][CH2:2]1. Procedure: 1-(Vinyloxy)-2-iodo-4-(trifluoromethoxy)benzene (Description 11; 7.6 g, 23 mmol) and chloroiodomethane (5.4 mL, 74 mmol) were dissolved in 1,2-dichloroethane (40 mL) and cooled to 0° C. Diethyl zinc (3.8 mL, 36.8 mmol) was then added dropwise. The solution was allowed to warm to room temperature for 10 minutes, then cooled back to 0° C. when it was quenched with saturated aqueous ammonium chloride solution (50 mL). The suspension formed was extracted with 50% diethyl ether/hexane (2×100 mL) and ... The reactants are C1(=CC=CC=C1)SC1(CCCC=2N=C(SC21)NC(=O)NCC)SC2=CC=CC=C2 (N-[7,7-di(phenylsulfanyl)-4,5,6,7-tetrahydro-1,3-benzothiazol-2-yl]-N′-ethylurea), C1CCC2=NCCCN2CC1 (DBU). Run in C1CCOC1 (THF). Run at temperature 20 celsius, time 30 minute. The product is C(C)NC(=O)NC=1SC2=C(N1)CCC=C2SC2=CC=CC=C2 (N-Ethyl-N′-[7-(phenylsulfanyl)-4,5-dihydro-1,3-benzothiazol-2-yl]urea). RXN SMILES: [C:1]1([S:7][C:8]2(SC3C=CC=CC=3)[C:16]3[S:15][C:14]([NH:17][C:18]([NH:20][CH2:21][CH3:22])=[O:19])=[N:13][C:12]=3[CH2:11][CH2:10][CH2:9]2)[CH:6]=[CH:5][CH:4]=[CH:3][CH:2]=1.C1CCN2C(=NCCC2)CC1>C1COCC1>[CH2:21]([NH:20][C:18]([NH:17][C:14]1[S:15][C:16]2[C:8]([S:7][C:1]3[CH:2]=[CH:3][CH:4]=[CH:5][CH:6]=3)=[CH:9][CH2:10][CH2:11][C:12]=2[N:13]=1)=[O:19])[CH3:22]. Procedure: To a suspension of N-[7,7-di(phenylsulfanyl)-4,5,6,7-tetrahydro-1,3-benzothiazol-2-yl]-N′-ethylurea (700 mg, 1.59 mmol) in THF (14.0 mL) was added DBU (0.36 mL, 2.38 mmol). The reaction mixture was stirred at about 20° C. for about 30 min. The reaction was concentrated in vacuo. The residual yellow oil was taken up in CH2Cl2, washed with AcOH/H2O 1/10 and dried over MgSO4. The organic solvent was removed in vacuo and the residual oil (1.0 g) was used in the next step without further purification... Reactants: ClC=1C=C(C=CC1CCl)NC(COC1=C(C=C(C=C1)C(F)(F)F)Cl)=O (N-(3-chloro-4-chloromethyl-phenyl)-2-(2-chloro-4-trifluoromethyl-phenoxy)-acetamide), C(C)NCC (diethylamine). Product: ClC=1C=C(C=CC1CN(CC)CC)NC(COC1=C(C=C(C=C1)C(F)(F)F)Cl)=O (N-(3-chloro-4-diethylaminomethyl-phenyl)-2-(2-chloro-4-trifluoromethyl-phenoxy)-acetamide). RXN SMILES: [Cl:1][C:2]1[CH:3]=[C:4]([NH:10][C:11](=[O:25])[CH2:12][O:13][C:14]2[CH:19]=[CH:18][C:17]([C:20]([F:23])([F:22])[F:21])=[CH:16][C:15]=2[Cl:24])[CH:5]=[CH:6][C:7]=1[CH2:8]Cl.[CH2:26]([NH:28][CH2:29][CH3:30])[CH3:27]>>[Cl:1][C:2]1[CH:3]=[C:4]([NH:10][C:11](=[O:25])[CH2:12][O:13][C:14]2[CH:19]=[CH:18][C:17]([C:20]([F:23])([F:21])[F:22])=[CH:16][C:15]=2[Cl:24])[CH:5]=[CH:6][C:7]=1[CH2:8][N:28]([CH2:29][CH3:30])[CH2:26][CH3:27]. Procedure details: Prepared analogously to Example 170 starting from N-(3-chloro-4-chloromethyl-phenyl)-2-(2-chloro-4-trifluoromethyl-phenoxy)-acetamide (Z32b) and diethylamine. The crude product was recrystallised from petroleum ether. The reactants are N1=CC(=CC=C1)OC1=C(C(=O)O)C=CC=N1 (2-(pyridin-3-yloxy)-nicotinic acid), C(C(=O)Cl)(=O)Cl (oxalylchloride). Solvent: C1CCOC1 (THF). Reaction conditions: time 3 hour. The product is N1=CC(=CC=C1)OC1=C(C(=O)Cl)C=CC=N1 (2-(pyridin-3-yloxy)-nicotinoyl chloride). Reaction SMILES: [N:1]1[CH:6]=[CH:5][CH:4]=[C:3]([O:7][C:8]2[N:16]=[CH:15][CH:14]=[CH:13][C:9]=2[C:10](O)=[O:11])[CH:2]=1.C(Cl)(=O)C([Cl:20])=O>C1COCC1>[N:1]1[CH:6]=[CH:5][CH:4]=[C:3]([O:7][C:8]2[N:16]=[CH:15][CH:14]=[CH:13][C:9]=2[C:10]([Cl:20])=[O:11])[CH:2]=1. Reported procedure: To a stirred solution of 2-(pyridin-3-yloxy)-nicotinic acid (0.432 g, 2.0 mmol) in THF (15 mL) at 0° C. was added oxalylchloride (2 mL, 2M in CH2Cl2, 4.0 mmol) dropwise. The solution was stirred at room temperature for 3 h. The solvent was evaporated in vacuo to yield 2-(pyridin-3-yloxy)-nicotinoyl chloride as a solid. To a solution of 2-(pyridin-3-yloxy)-nicotinoyl chloride in 15 mL THF was added 3-trifluoromethyl-benzylidene-hydrazine (0.376 g, 2.0 mmol) in 5 mL THF and 1 mL Et3N at 0° C. The ... Starting materials: Clc1cccc2cccc(Br)c12, CC(C)(C)OC(=O)N1CCNCC1, CC(C)(C)[O-], Cc1ccccc1, c1ccc(-c2ccccc2P(C2CCCCC2)C2CCCCC2)cc1, [Na+], CC(=O)[O-], CC(=O)[O-], [Pd+2]. Yields the product CC(C)(C)OC(=O)N1CCN(c2cccc3cccc(Cl)c23)CC1. Reaction SMILES: [Br:45][c:46]1[cH:47][cH:48][cH:49][c:50]2[cH:51][cH:52][cH:53][c:54]([Cl:56])[c:55]12.[C:1](=[O:2])([O:3][C:4]([CH3:5])([CH3:6])[CH3:7])[N:8]1[CH2:9][CH2:10][NH:11][CH2:12][CH2:13]1.[CH3:14][C:15]([CH3:16])([O-:17])[CH3:18].[CH3:66][c:67]1[cH:68][cH:69][cH:70][cH:71][cH:72]1.[CH:20]1([P:21]([CH:22]2[CH2:23][CH2:24][CH2:25][CH2:26][CH2:27]2)[c:28]2[cH:29][cH:30][cH:31][cH:32][c:33]2-[c:34]2[cH:35][cH:36][cH:37][cH:38][cH:39]2)[CH2:40][CH2:41][CH2:42][CH2:43][CH2:44]1.[Na+:19].[O-:58][C:59]([CH3:60])=[O:61].[O-:62][C:63]([CH3:64])=[O:65].[Pd+2:57]>>[C:1](=[O:2])([O:3][C:4]([CH3:5])([CH3:6])[CH3:7])[N:8]1[CH2:9][CH2:10][N:11]([c:46]2[cH:47][cH:48][cH:49][c:50]3[cH:51][cH:52][cH:53][c:54]([Cl:56])[c:55]23)[CH2:12][CH2:13]1. Reactants: FC(C=1C=C(C=O)C=CC1)(F)F (3-(trifluoromethyl)benzaldehyde), CC(C(C(=O)N[C@H]1CC[C@@H]2CNC[C@@H]21)C2=CC=CC=C2)C (3-Methyl-N-[(3aR,4S,6aS)-octahydrocyclopenta[c]pyrrol-4-yl]-2-phenylbutanamide), C1(CCCCC1)C(C(=O)N[C@H]1CC[C@H]2CNC[C@H]21)C2CCCCC2 (2,2-dicyclohexyl-N-[(3aS,4S,6aR)-octahydrocyclopenta[c]pyrrol-4-yl]acetamide). Product: CC(C(C(=O)N[C@H]1CC[C@@H]2CN(C[C@@H]21)CCCC2=CC(=CC=C2)C)C2=CC=CC=C2)C (3-methyl-N-{(3aR,4S,6aS)-2-[3-(3-methylphenyl)propyl]octahydrocyclopenta[c]pyrrol-4-yl}-2-phenylbutanamide). As a reaction SMILES: F[C:2](F)(F)[C:3]1[CH:4]=[C:5]([CH:8]=[CH:9][CH:10]=1)[CH:6]=O.[CH3:13][CH:14]([CH3:33])[CH:15]([C:27]1[CH:32]=[CH:31][CH:30]=[CH:29][CH:28]=1)[C:16]([NH:18][C@@H:19]1[C@@H:26]2[C@@H:22]([CH2:23][NH:24][CH2:25]2)[CH2:21][CH2:20]1)=[O:17].[CH:34]1(C(C2CCCCC2)C(N[C@@H]2[C@H]3[C@H](CNC3)CC2)=O)CCCC[CH2:35]1>>[CH3:13][CH:14]([CH3:33])[CH:15]([C:27]1[CH:28]=[CH:29][CH:30]=[CH:31][CH:32]=1)[C:16]([NH:18][C@@H:19]1[C@@H:26]2[C@@H:22]([CH2:23][N:24]([CH2:34][CH2:35][CH2:6][C:5]3[CH:8]=[CH:9][CH:10]=[C:3]([CH3:2])[CH:4]=3)[CH2:25]2)[CH2:21][CH2:20]1)=[O:17]. Procedure: The title compound was prepared by substituting 3-m-tolylpropanal for 3-(trifluoromethyl)benzaldehyde and 3-methyl-N-[(3aR,4S,6aS)-octahydrocyclopenta[c]pyrrol-4-yl]-2-phenylbutanamide from Example 83 Step A for 2,2-dicyclohexyl-N-[(3aS,4S,6aR)-octahydrocyclopenta[c]pyrrol-4-yl]acetamide in the procedure described for Example 54: 1H NMR (500 MHz, pyridine-d5) δ ppm 8.57 (dd, J=7.1, 13.5, 1H), 7.65 (dd, J=4.8, 7.0, 2H), 7.34 (t, J=7.5, 2H), 7.29-7.22 (m, 2H), 7.12 (d, J=5.9, 1H), 7.09 (d, J=7.1, ...